From a dataset of the Open Reaction Database (ORD), a public repository of structured organic reaction records. describe an organic reaction: reactants, conditions, products, and yield Starting materials: C(CCC)C=1N(C(=C(N1)CO[Si](C)(C)C(C)(C)C)/C=C(/C(=O)OCC)\CC=1SC=CC1)CC1=C(C=CC=C1)Cl (ethyl (E)-3-[2-n-butyl-1-{(2-chlorophenyl)methyl}-4-(t-butyldimethylsilyloxy)methyl-1H-imidazol-5-yl]-2-(2-thienyl)methyl-2-propenoate), [OH-].[Na+] (sodium hydroxide). Solvent: C(C)O (ethanol). Run at temperature 25 celsius, time 8 hour. The product is C(CCC)C=1N(C(=C(N1)CO[Si](C)(C)C(C)(C)C)/C=C(/C(=O)O)\CC=1SC=CC1)CC1=C(C=CC=C1)Cl ((E)-3-[2-n-butyl-1-{(2-chlorophenyl)methyl}-4-(t-butyldimethylsilyloxy)methyl-1H-imidazol-5-yl]-2-(2-thienyl)methyl-2-propenoic acid). Reaction SMILES: [CH2:1]([C:5]1[N:6]([CH2:32][C:33]2[CH:38]=[CH:37][CH:36]=[CH:35][C:34]=2[Cl:39])[C:7](/[CH:19]=[C:20](\[CH2:26][C:27]2[S:28][CH:29]=[CH:30][CH:31]=2)/[C:21]([O:23]CC)=[O:22])=[C:8]([CH2:10][O:11][Si:12]([C:15]([CH3:18])([CH3:17])[CH3:16])([CH3:14])[CH3:13])[N:9]=1)[CH2:2][CH2:3][CH3:4].[OH-].[Na+]>C(O)C>[CH2:1]([C:5]1[N:6]([CH2:32][C:33]2[CH:38]=[CH:37][CH:36]=[CH:35][C:34]=2[Cl:39])[C:7](/[CH:19]=[C:20](\[CH2:26][C:27]2[S:28][CH:29]=[CH:30][CH:31]=2)/[C:21]([OH:23])=[O:22])=[C:8]([CH2:10][O:11][Si:12]([C:15]([CH3:17])([CH3:18])[CH3:16])([CH3:14])[CH3:13])[N:9]=1)[CH2:2][CH2:3][CH3:4] |f:1.2|. Procedure: A solution of ethyl (E)-3-[2-n-butyl-1-{(2-chlorophenyl)methyl}-4-(t-butyldimethylsilyloxy)methyl-1H-imidazol-5-yl]-2-(2-thienyl)methyl-2-propenoate (0.287 mmol) in absolute ethanol (3 mL) is treated portionwise with one equivalent of 10% sodium hydroxide solution. After being stirred overnight at 25° C., the reaction is heated to 50° C. for 4 hours, then concentrated in vacuo. The residual product is taken up in water, acidified to pH 5-6 and extracted with methylene dichloride. The isolated, d... Reactants: O=C([O-])[O-], Cc1ccc(C(=O)CCl)cc1, Oc1ccc(F)cc1, [K+], [K+]. Yields the product Cc1ccc(C(=O)COc2ccc(F)cc2)cc1. Reaction SMILES: [C:20](=[O:21])([O-:22])[O-:23].[CH3:9][c:10]1[cH:11][cH:12][c:13]([C:14]([CH2:15][Cl:16])=[O:17])[cH:18][cH:19]1.[F:1][c:2]1[cH:3][cH:4][c:5]([OH:8])[cH:6][cH:7]1.[K+:24].[K+:25]>>[F:1][c:2]1[cH:3][cH:4][c:5]([O:8][CH2:15][C:14]([c:13]2[cH:12][cH:11][c:10]([CH3:9])[cH:19][cH:18]2)=[O:17])[cH:6][cH:7]1. The reactants are CC(C)(C)NCC=1OC(=NN1)C (2-methyl-N-((5-methyl-1,3,4-oxadiazol-2-yl)methyl)propan-2-amine), CN(C)C(=[N+](C)C)ON1C2=C(C=CC=C2)N=N1.[B-](F)(F)(F)F (TBTU), CCN(C(C)C)C(C)C (DIEA), C1(CC1)COC1=C(C=CC(=N1)C(=O)O)N1CC(C1)(F)F (6-cyclopropylmethoxy-5-(3,3-difluoro-azetidin-1-yl)-pyridine-2-carboxylic acid). Product: C(C)(C)(C)N(C(=O)C1=NC(=C(C=C1)N1CC(C1)(F)F)OCC1CC1)CC=1OC(=NN1)C (6-Cyclopropylmethoxy-5-(3,3-difluoro-azetidin-1-yl)-pyridine-2-carboxylic acid tert-butyl-(5-methyl-[1,3,4]oxadiazol-2-ylmethyl)-amide). RXN SMILES: [CH:1]1([CH2:4][O:5][C:6]2[N:11]=[C:10]([C:12]([OH:14])=O)[CH:9]=[CH:8][C:7]=2[N:15]2[CH2:18][C:17]([F:20])([F:19])[CH2:16]2)[CH2:3][CH2:2]1.[CH3:21][C:22]([NH:25][CH2:26][C:27]1[O:28][C:29]([CH3:32])=[N:30][N:31]=1)([CH3:24])[CH3:23].CN(C(ON1N=NC2C=CC=CC1=2)=[N+](C)C)C.[B-](F)(F)(F)F.CCN(C(C)C)C(C)C>>[C:22]([N:25]([CH2:26][C:27]1[O:28][C:29]([CH3:32])=[N:30][N:31]=1)[C:12]([C:10]1[CH:9]=[CH:8][C:7]([N:15]2[CH2:18][C:17]([F:20])([F:19])[CH2:16]2)=[C:6]([O:5][CH2:4][CH:1]2[CH2:2][CH2:3]2)[N:11]=1)=[O:14])([CH3:24])([CH3:23])[CH3:21] |f:2.3|. Procedure: In analogy to the procedure described in Example 47 b), 6-cyclopropylmethoxy-5-(3,3-difluoro-azetidin-1-yl)-pyridine-2-carboxylic acid (Example 1 b)) was reacted with 2-methyl-N-((5-methyl-1,3,4-oxadiazol-2-yl)methyl)propan-2-amine in the presence of TBTU and DIEA to obtain the title compound as yellow solid; MS (EI): m/e=436.4 [MH+]. The reactants are COCCOC, C[Sn](C)(C)Cl, CC(C)c1cc(Cl)ccn1. The product is CC(C)c1cc([Sn](C)(C)C)ccn1. RXN SMILES: [CH3:16][O:17][CH2:18][CH2:19][O:20][CH3:21].[CH3:1][Sn:2]([CH3:3])([CH3:4])[Cl:5].[Cl:6][c:7]1[cH:8][c:9]([CH:13]([CH3:14])[CH3:15])[n:10][cH:11][cH:12]1>>[CH3:1][Sn:2]([CH3:3])([CH3:4])[c:7]1[cH:8][c:9]([CH:13]([CH3:14])[CH3:15])[n:10][cH:11][cH:12]1. The reactants are COC=1C=C(C=C(C1OC)OC)C=1N=C2C(=NC1)NC=C2C(=O)C2(COC(OC2)(C)C)C ([2-(3,4,5-trimethoxy-phenyl)-5H-pyrrolo[2,3-b]pyrazin-7-yl]-(2,2,5-trimethyl-[1,3]dioxan-5-yl)-methanone), Cl (HCl). Solvent: O1CCCC1 (tetrahydrofuran), CO (MeOH). Reaction conditions: time 1 hour. Product: OCC(C(=O)C1=CNC2=NC=C(N=C21)C2=CC(=C(C(=C2)OC)OC)OC)(C)CO (3-hydroxy-2-hydroxymethyl-2-methyl-1-[2-(3,4,5-trimethoxy-phenyl)-5H-pyrrolo[2,3-b]pyrazin-7-yl]-propan-1-one). Isolated yield 7.1%. RXN SMILES: [CH3:1][O:2][C:3]1[CH:4]=[C:5]([C:13]2[N:14]=[C:15]3[C:21]([C:22]([C:24]4([CH3:32])[CH2:29][O:28]C(C)(C)[O:26][CH2:25]4)=[O:23])=[CH:20][NH:19][C:16]3=[N:17][CH:18]=2)[CH:6]=[C:7]([O:11][CH3:12])[C:8]=1[O:9][CH3:10].Cl>O1CCCC1.CO>[OH:26][CH2:25][C:24]([CH2:29][OH:28])([CH3:32])[C:22]([C:21]1[C:15]2[C:16](=[N:17][CH:18]=[C:13]([C:5]3[CH:4]=[C:3]([O:2][CH3:1])[C:8]([O:9][CH3:10])=[C:7]([O:11][CH3:12])[CH:6]=3)[N:14]=2)[NH:19][CH:20]=1)=[O:23]. Procedure details: A suspension of [2-(3,4,5-trimethoxy-phenyl)-5H-pyrrolo[2,3-b]pyrazin-7-yl]-(2,2,5-trimethyl-[1,3]dioxan-5-yl)-methanone (30 mg, 0.7 mmol) in tetrahydrofuran (5 ml) and MeOH (4 ml) was heated using a heat gun until homogeneity was achieved. The reaction mixture was treated with 1M HCl (1.0 ml, 1.0 mmol) and stirred for 1 hour. The reaction mixture was concentrated to 3 ml of solvent and then partitioned between EtOAc/saturated aqueous NaHCO3. The organic layers were collected, dried over MgSO4, ... Starting materials: C1(CCCCC1)=O (cyclohexanone), C1(CCCCCO1)=O (caprolactone), C(C=C)(=O)[O-] (acrylate). The solvent is C(C)C(=O)C (methyl ethyl ketone). Product: C1CCC(CC1)(C(=O)C2=CC=CC=C2)O (IRGACURE 184). Reaction SMILES: [C:1]1(=[O:7])[CH2:6][CH2:5][CH2:4][CH2:3][CH2:2]1.[C:8]1(=O)[O:14][CH2:13][CH2:12][CH2:11][CH2:10][CH2:9]1.[C:16]([O-])(=O)C=C>C(C(C)=O)C>[CH2:4]1[CH2:5][CH2:6][C:1]([OH:7])([C:13]([C:12]2[CH:11]=[CH:10][CH:9]=[CH:8][CH:16]=2)=[O:14])[CH2:2][CH2:3]1. Procedure: To 900 parts by weight of methyl ethyl ketone were added 100 parts by weight of cyclohexanone, 750 parts by weight of partially caprolactone-modified polyfunctional acrylate (DPCA-20, produced by Nippon Kayaku Co., Ltd.), 200 parts by weight of a silica sol (MIBK-ST, produced by Nissan Chemical Industries, Ltd.) and 50 parts by weight of a photopolymerization initiator (IRGACURE 184, produced by Ciba Specialty Chemicals Corp.), followed by stirring. The mixture was filtered through a polypropyle... Starting materials: CC(=O)O[Pd]OC(C)=O, C=C(OCC)[Sn](CCCC)(CCCC)CCCC, C1COCCO1, Cc1nc(N)nc(-c2cc(Cl)cnc2F)n1, [Cs+], [F-], CN(C)C=O. Yields the product C=C(OCC)c1cnc(F)c(-c2nc(C)nc(N)n2)c1. Reaction SMILES: [C:48]([O:49][Pd:50][O:51][C:52](=[O:53])[CH3:54])(=[O:55])[CH3:56].[CH2:19]([Sn:20]([CH2:21][CH2:22][CH2:23][CH3:29])([C:24](=[CH2:25])[O:26][CH2:27][CH3:28])[CH2:30][CH2:31][CH2:32][CH3:33])[CH2:34][CH2:35][CH3:36].[CH2:37]1[O:38][CH2:39][CH2:40][O:41][CH2:42]1.[Cl:1][c:2]1[cH:3][c:4](-[c:9]2[n:10][c:11]([NH2:16])[n:12][c:13]([CH3:15])[n:14]2)[c:5]([F:8])[n:6][cH:7]1.[Cs+:18].[F-:17].[O:43]=[CH:44][N:45]([CH3:46])[CH3:47]>>[c:2]1([C:24](=[CH2:25])[O:26][CH2:27][CH3:28])[cH:3][c:4](-[c:9]2[n:10][c:11]([NH2:16])[n:12][c:13]([CH3:15])[n:14]2)[c:5]([F:8])[n:6][cH:7]1.